Dataset: the Open Reaction Database (ORD), a public repository of structured organic reaction records. Task: describe an organic reaction: reactants, conditions, products, and yield Starting materials: OC1=CC(=NN1C)C (5-hydroxy-1,3-dimethyl-1H-pyrazole), C=1(C(=CC=CC1)N=C=O)C (o-tolylisocyanate). Run in C=1(C(=CC=CC1)C)C (xylene). Product: OC1=C(C(=NN1C)C)C(=O)NC1=C(C=CC=C1)C (5-Hydroxy-1,3-dimethyl-N-(2-methylphenyl)-1H-pyrazole-4-carboxamide). As a reaction SMILES: [OH:1][C:2]1[N:6]([CH3:7])[N:5]=[C:4]([CH3:8])[CH:3]=1.[C:9]1([CH3:18])[C:10]([N:15]=[C:16]=[O:17])=[CH:11][CH:12]=[CH:13][CH:14]=1>C1(C)C(C)=CC=CC=1>[OH:1][C:2]1[N:6]([CH3:7])[N:5]=[C:4]([CH3:8])[C:3]=1[C:16]([NH:15][C:10]1[CH:11]=[CH:12][CH:13]=[CH:14][C:9]=1[CH3:18])=[O:17]. Procedure details: A mixture of 22.4 g (0.2 mol) 5-hydroxy-1,3-dimethyl-1H-pyrazole [K. Auwers, J.Prakt.Chem., 110, 153 (1925)], 26.6 g (0.2 mol) o-tolylisocyanate in 150 ml xylene containing 1 ml triethylamine is heated to reflux for 1.5 hours. Yields the product Cc1cc(CN2CCN(C)CC2)cc2c1C(=O)N(Cc1ccc(OC(F)(F)F)cc1)C2. The reactants are CN(CCCl)CCCl, [K+], [K+], Cc1cc(CN)cc2c1C(=O)N(Cc1ccc(OC(F)(F)F)cc1)C2, O=C([O-])[O-], CN(C)C=O. Reaction SMILES: [Cl:26][CH2:27][CH2:28][N:29]([CH3:30])[CH2:31][CH2:32][Cl:33].[K+:34].[K+:35].[NH2:1][CH2:2][c:3]1[cH:4][c:5]2[c:9]([c:10]([CH3:12])[cH:11]1)[C:8](=[O:13])[N:7]([CH2:14][c:15]1[cH:16][cH:17][c:18]([O:21][C:22]([F:23])([F:24])[F:25])[cH:19][cH:20]1)[CH2:6]2.[O-:36][C:37]([O-:38])=[O:39].[O:40]=[CH:41][N:42]([CH3:43])[CH3:44]>>[N:1]1([CH2:2][c:3]2[cH:4][c:5]3[c:9]([c:10]([CH3:12])[cH:11]2)[C:8](=[O:13])[N:7]([CH2:14][c:15]2[cH:16][cH:17][c:18]([O:21][C:22]([F:23])([F:24])[F:25])[cH:19][cH:20]2)[CH2:6]3)[CH2:27][CH2:28][N:29]([CH3:30])[CH2:31][CH2:32]1. The reactants are OC[C@@H](CC(C)C)N ((1R)-1-(Hydroxymethyl)-3-methylbutylamine), (1R)-1-(chloromethyl)-3-methylbutanammonium chloride, CC1=C(C=C(C=C1)[N+](=O)[O-])N=C=S (2-Methyl-5-nitrophenyl isothiocyanate), (1R)-1-(chloromethyl)-3-methylbutanammonium chloride, COC([C@H](N)CC(C)C)=O ((D)-leucine methyl ester), OCCN (2-hydroxyethylamine). The product is CC1=C(C=C(C=C1)[N+](=O)[O-])N=C1SC[C@H](N1)CC(C)C ((4R)-2-(2-methyl-5-nitrophenylimino)-4-isobutyl-1,3-thiazolidine). RXN SMILES: O[CH2:2][C@H:3]([NH2:8])[CH2:4][CH:5]([CH3:7])[CH3:6].COC(=O)[C@@H](CC(C)C)N.OCCN.[CH3:23][C:24]1[CH:29]=[CH:28][C:27]([N+:30]([O-:32])=[O:31])=[CH:26][C:25]=1[N:33]=[C:34]=[S:35]>>[CH3:23][C:24]1[CH:29]=[CH:28][C:27]([N+:30]([O-:32])=[O:31])=[CH:26][C:25]=1[N:33]=[C:34]1[NH:8][C@H:3]([CH2:4][CH:5]([CH3:7])[CH3:6])[CH2:2][S:35]1. Procedure details: (1R)-1-(Hydroxymethyl)-3-methylbutylamine was made from (D)-leucine methyl ester according to B1b. The 2-hydroxyethylamine was converted to (1R)-1-(chloromethyl)-3-methylbutanammonium chloride as described in Method B7a. 2-Methyl-5-nitrophenyl isothiocyanate was reacted with (1R)-1-(chloromethyl)-3-methylbutanammonium chloride according to Method C1a to give (4R)-2-(2-methyl-5-nitrophenylimino)-4-isobutyl-1,3-thiazolidine. The thiazolidine was reacted with isobutyl bromide according to Method D2... Starting materials: [BH4-], CC(C)(C)OC(=O)N1CC(C(=O)O)C1, C1CCOC1, CO, I, [Na+]. The product is CC(C)(C)OC(=O)N1CC(CO)C1. Reaction SMILES: [BH4-:1].[C:3]([CH3:4])([CH3:5])([CH3:6])[O:7][C:8](=[O:9])[N:10]1[CH2:11][CH:12]([C:14](=[O:15])[OH:16])[CH2:13]1.[CH2:20]1[O:21][CH2:22][CH2:23][CH2:24]1.[CH3:18][OH:19].[I:17].[Na+:2]>>[C:3]([CH3:4])([CH3:5])([CH3:6])[O:7][C:8](=[O:9])[N:10]1[CH2:11][CH:12]([CH2:14][OH:15])[CH2:13]1.